This data is from the Open Reaction Database (ORD), a public repository of structured organic reaction records. The task is: describe an organic reaction: reactants, conditions, products, and yield RXN SMILES: Br[C:2]1[C:3]([N:22]2[CH2:26][CH2:25][CH2:24][CH2:23]2)=[N:4][CH:5]=[C:6]([CH:21]=1)[C:7]([NH:9][C:10]1[CH:15]=[CH:14][C:13]([O:16][C:17]([F:20])([F:19])[F:18])=[CH:12][CH:11]=1)=[O:8].[NH2:27][C:28]1[N:33]=[CH:32][C:31](B(O)O)=[CH:30][N:29]=1>>[NH2:27][C:28]1[N:33]=[CH:32][C:31]([C:2]2[C:3]([N:22]3[CH2:26][CH2:25][CH2:24][CH2:23]3)=[N:4][CH:5]=[C:6]([CH:21]=2)[C:7]([NH:9][C:10]2[CH:15]=[CH:14][C:13]([O:16][C:17]([F:20])([F:19])[F:18])=[CH:12][CH:11]=2)=[O:8])=[CH:30][N:29]=1. Starting materials: BrC=1C(=NC=C(C(=O)NC2=CC=C(C=C2)OC(F)(F)F)C1)N1CCCC1 (5-bromo-6-(pyrrolidin-1-yl)-N-(4-(trifluoromethoxy)phenyl)nicotinamide), NC1=NC=C(C=N1)B(O)O ((2-aminopyrimidin-5-yl)boronic acid). Procedure details: The title compound was prepared in an analogous fashion to that described in Example 66 using 5-bromo-6-(pyrrolidin-1-yl)-N-(4-(trifluoromethoxy)phenyl)nicotinamide (Stage 67.1) and (2-aminopyrimidin-5-yl)boronic acid to afford a white solid. UPLC-MS (Condition 3) tR=0.99 min, m/z=445.3 [M+H]+, m/z=443.1 [M−H]−; 1H-NMR (400 MHz, DMSO-d6) δ ppm 1.75-1.84 (m, 4H) 3.18-3.26 (m, 4H) 6.77 (s, 2H) 7.34 (d, J=8.31 Hz, 2H) 7.86 (d, J=9.29 Hz, 2H) 7.95 (d, J=2.45 Hz, 1H) 8.27 (s, 2H) 8.71 (d, J=2.45 Hz, ... Yields the product NC1=NC=C(C=N1)C=1C(=NC=C(C(=O)NC2=CC=C(C=C2)OC(F)(F)F)C1)N1CCCC1 (5-(2-Aminopyrimidin-5-yl)-6-(pyrrolidin-1-yl)-N-(4-(trifluoromethoxy)phenyl)nicotinamide).